Task: describe an organic reaction: reactants, conditions, products, and yield. Dataset: the Open Reaction Database (ORD), a public repository of structured organic reaction records Starting materials: C1=CC=C(C=C1)P(C2=CC=CC=C2)C3=CC=CC=C3 (PPh3), C=1C=CC(=CC1)P(=O)(C=2C=CC=CC2)N=[N+]=[N-] (DPPA), C=1C=CC(=CC1)P(=O)(C=2C=CC=CC2)N=[N+]=[N-] (DPPA), C1(CCCCC1)C=1C=2C=CC(=CC2N2C[C@@H](COC3=C(C21)C=CC(=C3)OCC3=NC=CC=C3)O)C(=O)OC (Methyl (7S)-14-cyclohexyl-7-hydroxy-3-(pyridin-2-ylmethoxy)-7,8-dihydro-6H-indolo[1,2-e][1,5]benzoxazocine-11-carboxylate), CCN(C(C)C)C(C)C (DIPEA), C1=CC=C(C=C1)P(C2=CC=CC=C2)C3=CC=CC=C3 (PPh3). The solvent is CC(C)OC(=O)/N=N/C(=O)OC(C)C (DIAD), CC(C)OC(=O)/N=N/C(=O)OC(C)C (DIAD), C1CCOC1 (THF), C1CCOC1 (THF), C1CCOC1 (THF), C1CCOC1 (THF), C1CCOC1 (THF). Reaction conditions: temperature 0 celsius, time 5 minute. The product is N(=[N+]=[N-])[C@H]1COC2=C(C=3N(C1)C=1C=C(C=CC1C3C3CCCCC3)C(=O)OC)C=CC(=C2)OCC2=NC=CC=C2 (methyl (7R)-7-azido-14-cyclohexyl-3-(pyridin-2-ylmethoxy)-7,8-dihydro-6H-indolo[1,2-e][1,5]benzoxazocine-11-carboxylate). RXN SMILES: [CH:1]1([C:7]2[C:8]3[CH:9]=[CH:10][C:11]([C:35]([O:37][CH3:38])=[O:36])=[CH:12][C:13]=3[N:14]3[C:21]=2[C:20]2[CH:22]=[CH:23][C:24]([O:26][CH2:27][C:28]4[CH:33]=[CH:32][CH:31]=[CH:30][N:29]=4)=[CH:25][C:19]=2[O:18][CH2:17][C@@H:16](O)[CH2:15]3)[CH2:6][CH2:5][CH2:4][CH2:3][CH2:2]1.C1C=CC(P(C2C=CC=CC=2)C2C=CC=CC=2)=CC=1.CCN(C(C)C)C(C)C.C1C=CC(P([N:81]=[N+:82]=[N-:83])(C2C=CC=CC=2)=O)=CC=1>C1COCC1.CC(OC(/N=N/C(OC(C)C)=O)=O)C>[N:81]([C@@H:16]1[CH2:15][N:14]2[C:13]3[CH:12]=[C:11]([C:35]([O:37][CH3:38])=[O:36])[CH:10]=[CH:9][C:8]=3[C:7]([CH:1]3[CH2:2][CH2:3][CH2:4][CH2:5][CH2:6]3)=[C:21]2[C:20]2[CH:22]=[CH:23][C:24]([O:26][CH2:27][C:28]3[CH:33]=[CH:32][CH:31]=[CH:30][N:29]=3)=[CH:25][C:19]=2[O:18][CH2:17]1)=[N+:82]=[N-:83]. Reported procedure: Methyl (7S)-14-cyclohexyl-7-hydroxy-3-(pyridin-2-ylmethoxy)-7,8-dihydro-6H-indolo[1,2-e][1,5]benzoxazocine-11-carboxylate was dissolved in THF (60 mM) and PPh3 (1.2 eq) was added. The solution was cooled to 0° C. and treated with DIPEA (1 eq), followed by slow addition of DIAD (1.2 eq). The mixture was left stirring at this temperature for 5 min, then a solution of DPPA in THF (1.2 eq) was added dropwise. After complete addition the mixture was stirred at 0° C. for further 30 min, then stirring ... Starting materials: C(C)(C)(C)OC(=O)N1[C@@H](C[C@H](C1)O)C(=O)OC (Methyl (2S,4R)—N-tert-butoxycarbonyl-4-hydroxy-2-pyrrolidinecarboxylate), CC(=O)C (acetone), O (water), S(O)(O)(=O)=O (sulfuric acid). Reagents/catalysts: [O-2].[Cr+6].[O-2].[O-2] (chromium(VI) oxide). The solvent is CCOCC (ether), C(C)(C)O (iso-propanol). Yields the product O=C1C[C@H](N(C1)C(=O)OC(C)(C)C)C(=O)OC (1-tert-butyl 2-methyl (2S)-4-oxopyrrolidine-1,2-dicarboxylate). The yield is 56.5%. RXN SMILES: [C:1]([O:5][C:6]([N:8]1[CH2:12][C@H:11]([OH:13])[CH2:10][C@H:9]1[C:14]([O:16][CH3:17])=[O:15])=[O:7])([CH3:4])([CH3:3])[CH3:2].CC(C)=O.O.S(=O)(=O)(O)O>CCOCC.[O-2].[Cr+6].[O-2].[O-2].C(O)(C)C>[O:13]=[C:11]1[CH2:12][N:8]([C:6]([O:5][C:1]([CH3:2])([CH3:3])[CH3:4])=[O:7])[C@H:9]([C:14]([O:16][CH3:17])=[O:15])[CH2:10]1 |f:5.6.7.8|. Procedure: Methyl (2S,4R)—N-tert-butoxycarbonyl-4-hydroxy-2-pyrrolidinecarboxylate (2.00 g, 0.00815 mol) was dissolved in acetone (50.0 mL, 0.681 mol) and ether (50 mL). To the solution with stirring, was added a solution of chromium(VI) oxide (1.90 g, 0.0190 mol) in water (5.50 mL, 0.305 mol) and sulfuric acid (1.60 mL, 0.0294 mol) over 15 minutes with the presence of an ice-water bath to maintain the reaction temperature at about room temperature. The mixture was stirred at rt for 10 minutes and then iso... Starting materials: [H-].[Na+] (Sodium hydride), CN(C(OC[C@](CN1C(=NC(=C1)[N+](=O)[O-])Cl)(C)O)=O)C1=CC=C(C=C1)OC(F)(F)F ((R)-3-(2-chloro-4-nitroimidazol-1-yl)-2-hydroxy-2-methylpropyl N-methyl-N-(4-trifluoromethoxyphenyl)carbamate), O (Water), C(C)(=O)OCC (ethyl acetate). Run in CN(C)C=O (DMF). Reaction conditions: time 1 hour. The product is CN(C(OC[C@]1(CN2C(O1)=NC(=C2)[N+](=O)[O-])C)=O)C2=CC=C(C=C2)OC(F)(F)F ((R)-2-methyl-6-nitro-2,3-dihydroimidazo[2,1-b]oxazol-2-ylmethyl N-methyl-N-(4-trifluoromethoxyphenyl)carbamate). Isolated yield 71.3%. RXN SMILES: [H-].[Na+].[CH3:3][N:4]([C:22]1[CH:27]=[CH:26][C:25]([O:28][C:29]([F:32])([F:31])[F:30])=[CH:24][CH:23]=1)[C:5](=[O:21])[O:6][CH2:7][C@@:8]([OH:20])([CH3:19])[CH2:9][N:10]1[CH:14]=[C:13]([N+:15]([O-:17])=[O:16])[N:12]=[C:11]1Cl.O.C(OCC)(=O)C>CN(C=O)C>[CH3:3][N:4]([C:22]1[CH:27]=[CH:26][C:25]([O:28][C:29]([F:32])([F:31])[F:30])=[CH:24][CH:23]=1)[C:5](=[O:21])[O:6][CH2:7][C@:8]1([CH3:19])[O:20][C:11]2=[N:12][C:13]([N+:15]([O-:17])=[O:16])=[CH:14][N:10]2[CH2:9]1 |f:0.1|. Reported procedure: Sodium hydride (0.48 g, 11.9 mmol) was added to a solution of (R)-3-(2-chloro-4-nitroimidazol-1-yl)-2-hydroxy-2-methylpropyl N-methyl-N-(4-trifluoromethoxyphenyl)carbamate prepared in Example 76 (4.50 g, 9.94 mmol) in DMF (13.5 ml) with cooling on ice-bath followed by stirring at room temperature for 1 hour. Water and ethyl acetate were added to the reaction mixture, and the precipitates were filtered off. The precipitates were recrystallized from isopropanol to afford (R)-2-methyl-6-nitro-2,3-d... Starting materials: FC1=C(C(=C(C(=C1OC1=C(C(=C(C(=C1F)F)F)F)F)F)F)F)F (pentafluorophenyl ether), C(C)(C)(C)OC(=O)N[C@@H](CCCCNC(=O)OCC1=CC=CC=C1)C(=O)O (tert.butyloxycarbonyl-Nε -benzyloxycarbonyl-lysine), N1[C@H](C(=O)N[C@@H](CCCNC(N)=N)C(=O)O)CCC1 (prolyl-arginine). The solvent is O (water), O1CCOCC1 (dioxane). Conditions: temperature 25 celsius, time 48 hour. The product is C(C)(C)(C)OC(=O)N[C@@H](CCCCNC(=O)OCC1=CC=CC=C1)C(=O)N1[C@H](C(=O)N[C@@H](CCCNC(N)=N)C(=O)O)CCC1 (tert.butyloxycarbonyl-Nε -benzyloxycarbonyl-lysyl-prolyl-arginine). Yield: 75.0%. Reaction SMILES: FC1C(OC2C(F)=C(F)C(F)=C(F)C=2F)=C(F)C(F)=C(F)C=1F.[C:24]([O:28][C:29]([NH:31][C@H:32]([C:48]([OH:50])=O)[CH2:33][CH2:34][CH2:35][CH2:36][NH:37][C:38]([O:40][CH2:41][C:42]1[CH:47]=[CH:46][CH:45]=[CH:44][CH:43]=1)=[O:39])=[O:30])([CH3:27])([CH3:26])[CH3:25].[NH:51]1[CH2:69][CH2:68][CH2:67][C@H:52]1[C:53]([NH:55][C@H:56]([C:64]([OH:66])=[O:65])[CH2:57][CH2:58][CH2:59][NH:60][C:61](=[NH:63])[NH2:62])=[O:54]>O1CCOCC1.O>[C:24]([O:28][C:29]([NH:31][C@H:32]([C:48]([N:51]1[CH2:69][CH2:68][CH2:67][C@H:52]1[C:53]([NH:55][C@H:56]([C:64]([OH:66])=[O:65])[CH2:57][CH2:58][CH2:59][NH:60][C:61](=[NH:62])[NH2:63])=[O:54])=[O:50])[CH2:33][CH2:34][CH2:35][CH2:36][NH:37][C:38]([O:40][CH2:41][C:42]1[CH:43]=[CH:44][CH:45]=[CH:46][CH:47]=1)=[O:39])=[O:30])([CH3:25])([CH3:26])[CH3:27]. Reported procedure: To a solution of 53 g (0.1 mol) of pentafluorophenyl ether of tert.butyloxycarbonyl-Nε -benzyloxycarbonyl-lysine in 300 ml of dioxane there is added, under vigorous stirring, a solution of 23 g (0.08 mol) of prolyl-arginine II in 100 ml of water. After two hours the solvent is evaporated and the residue is dissolved in 150 ml of dimethylformamide. The solution is stirred for 48 hours at room temperature (25° C.), dimethylformamide is distilled-off to 1/3 volume, whereafter the reaction mixture i... The reactants are ester, C(C)OC(COC1=C(C=C(C=C1C)C(C1=CC=CS1)=O)C)=O (Ethyl-4-(2-Thenoyl)-2,6-dimethyl-phenoxyacetate), [OH-].[Na+] (sodium hydroxide). The solvent is C(C)O (ethanol). Run at time 3 hour. Yields the product C1(=CC=CS1)C(=O)C1=CC(=C(OCC(=O)O)C(=C1)C)C (4-(2-Thenoyl)-2,6-dimethyl-phenoxyacetic acid). RXN SMILES: C([O:3][C:4](=[O:22])[CH2:5][O:6][C:7]1[C:12]([CH3:13])=[CH:11][C:10]([C:14](=[O:20])[C:15]2[S:19][CH:18]=[CH:17][CH:16]=2)=[CH:9][C:8]=1[CH3:21])C.[OH-].[Na+]>C(O)C>[C:15]1([C:14]([C:10]2[CH:9]=[C:8]([CH3:21])[C:7]([O:6][CH2:5][C:4]([OH:22])=[O:3])=[C:12]([CH3:13])[CH:11]=2)=[O:20])[S:19][CH:18]=[CH:17][CH:16]=1 |f:1.2|. Procedure: 11 g of the ester obtained according to (C) were dissolved in 150 ml of aqueous ethanol (50/50) containing 2.7 g of sodium hydroxide; the solution was kept for 3 hours at 95° C., the ethanol evaporated under reduced pressure and the aqueous phase acidified. 9.4 g of the acid precipitated - m.pt.=115° C. Reactants: [H-].[Na+] (sodium hydride), CC(C)N1CCCC2=CC(=CC=C12)C(C)=O (1-[1-(1-methylethyl)-1,2,3,4-tetrahydro-quinolin-6-yl)ethanone), 3.3.g, FC(C(=O)OCC)P(=O)(OCC)OCC (ethyl 2-fluoro-diethylphosphonoacetate), [Cl-].[NH4+] (ammonium chloride). Run in CN(C=O)C (N,N-dimethylformamide). Yields the product CC(C)N1CCCC2=CC(=CC=C12)/C(=C(\C(=O)OCC)/F)/C (ethyl (E)-3-[1-(1-methylethyl)-1,2,3,4-tetrahydroquinolin-6-yl]-2-fluoro-2-butenoate). As a reaction SMILES: [H-].[Na+].[F:3][CH:4](P(OCC)(OCC)=O)[C:5]([O:7][CH2:8][CH3:9])=[O:6].[CH3:18][CH:19]([N:21]1[C:30]2[C:25](=[CH:26][C:27]([C:31](=O)[CH3:32])=[CH:28][CH:29]=2)[CH2:24][CH2:23][CH2:22]1)[CH3:20].[Cl-].[NH4+]>CN(C)C=O>[CH3:20][CH:19]([N:21]1[C:30]2[C:25](=[CH:26][C:27](/[C:31](/[CH3:32])=[C:4](/[F:3])\[C:5]([O:7][CH2:8][CH3:9])=[O:6])=[CH:28][CH:29]=2)[CH2:24][CH2:23][CH2:22]1)[CH3:18] |f:0.1,4.5|. Procedure: 450 mg (60%, 12 mmol) of sodium hydride was suspended in 10 ml of N,N-dimethylformamide. 3.3.g (14 mmol) of ethyl 2-fluoro-diethylphosphonoacetate was dropped into the suspension under cooling with ice. The obtained mixture was stirred under cooling with ice for 30 minutes, followed by the addition of 2.0 g (9.2 mmol) of 1-[1-(1-methylethyl)-1,2,3,4-tetrahydro-quinolin-6-yl)ethanone. The obtained mixture was stirred under cooling with ice for one hour, followed by the addition of an aqueous solu...